From a dataset of the Open Reaction Database (ORD), a public repository of structured organic reaction records. describe an organic reaction: reactants, conditions, products, and yield Starting materials: BrC1=C2C(C(NC2=CC=C1)=O)=O (4-bromoisatin), C1(=C(C=CC=C1)N)N (1,2-phenylenediamine). Run in C(C)(=O)O (acetic acid). Conditions: time 16 hour. Yields the product BrC=1C2=C(C=CC1)N=C1NC3=CC=CC=C3N=C12 (10-bromoindolo[2,3-b]quinoxaline). RXN SMILES: [Br:1][C:2]1[CH:10]=[CH:9][CH:8]=[C:7]2[C:3]=1[C:4](=O)[C:5](=O)[NH:6]2.[C:13]1([NH2:20])[CH:18]=[CH:17][CH:16]=[CH:15][C:14]=1[NH2:19]>C(O)(=O)C>[Br:1][C:2]1[C:3]2[C:4]3[C:5]([NH:19][C:14]4[C:13]([N:20]=3)=[CH:18][CH:17]=[CH:16][CH:15]=4)=[N:6][C:7]=2[CH:8]=[CH:9][CH:10]=1. Procedure details: A solution of 3.40 g (15.0 mmol) of 4-bromoisatin and 1.63 g (1 eq.) of 1,2-phenylenediamine in 50 ml of acetic acid was refluxed for 2 hours. The reaction solution was allowed to stand at room temperature for 16 hours, and the resulting precipitate was collected by filtration to give 10-bromoindolo[2,3-b]quinoxaline. Starting materials: CCO, [Cl-], Cl, O=[N+]([O-])c1ccc(OS(=O)(=O)C(F)(F)F)cc1, [Na+], [OH-]. Product: Nc1ccc(OS(=O)(=O)C(F)(F)F)cc1. Reaction SMILES: [CH3:21][CH2:22][OH:23].[Cl-:18].[ClH:24].[F:1][C:2]([S:3](=[O:4])(=[O:5])[O:6][c:7]1[cH:8][cH:9][c:10]([N+:13]([O-:14])=[O:15])[cH:11][cH:12]1)([F:16])[F:17].[Na+:20].[OH-:19]>>[F:1][C:2]([S:3](=[O:4])(=[O:5])[O:6][c:7]1[cH:8][cH:9][c:10]([NH2:13])[cH:11][cH:12]1)([F:16])[F:17]. The reactants are CCO, COC(=O)C=Cc1cccc(CO)c1. Product: COC(=O)CCc1cccc(CO)c1. RXN SMILES: [CH3:15][CH2:16][OH:17].[CH3:1][O:2][C:3]([CH:4]=[CH:5][c:6]1[cH:7][c:8]([CH2:12][OH:13])[cH:9][cH:10][cH:11]1)=[O:14]>>[CH3:1][O:2][C:3]([CH2:4][CH2:5][c:6]1[cH:7][c:8]([CH2:12][OH:13])[cH:9][cH:10][cH:11]1)=[O:14]. The reactants are C(=O)(C(F)(F)F)O (TFA), BrC=1C=C2C(=CC1)OC=1C(=NC(=CC1[C@]21COCC(=N1)N)N1CCOCC1)F ((S)-7-bromo-1-fluoro-3-morpholino-2′,6′-dihydrospiro[chromeno[2,3-c]pyridine-5,3′-[1,4]oxazin]-5′-amine), FC1=NC=CC=C1B(O)O (2-fluoropyridin-3-ylboronic acid), bis[di-tert-butyl(4-dimethylaminophenyl)phosphine]dichloropalladium(II), P(=O)([O-])([O-])[O-].[K+].[K+].[K+] (potassium phosphate). Yields the product FC(C(=O)O)(F)F.FC1=NC(=CC2=C1OC1=CC=C(C=C1[C@@]21COCC(=N1)N)C=1C(=NC=CC1)F)N1CCOCC1 ((S)-1-fluoro-7-(2-fluoropyridin-3-yl)-3-morpholino-2′,6′-dihydrospiro[chromeno[2,3-c]pyridine-5,3′-[1,4]oxazin]-5′-amine 2,2,2-trifluoroacetate). As a reaction SMILES: [C:1]([OH:7])([C:3]([F:6])([F:5])[F:4])=[O:2].Br[C:9]1[CH:10]=[C:11]2[C@:22]3([N:27]=[C:26]([NH2:28])[CH2:25][O:24][CH2:23]3)[C:21]3[CH:20]=[C:19]([N:29]4[CH2:34][CH2:33][O:32][CH2:31][CH2:30]4)[N:18]=[C:17]([F:35])[C:16]=3[O:15][C:12]2=[CH:13][CH:14]=1.[F:36][C:37]1[C:42](B(O)O)=[CH:41][CH:40]=[CH:39][N:38]=1.P([O-])([O-])([O-])=O.[K+].[K+].[K+]>>[F:4][C:3]([F:6])([F:5])[C:1]([OH:7])=[O:2].[F:35][C:17]1[C:16]2[O:15][C:12]3[C:11]([C@:22]4([N:27]=[C:26]([NH2:28])[CH2:25][O:24][CH2:23]4)[C:21]=2[CH:20]=[C:19]([N:29]2[CH2:30][CH2:31][O:32][CH2:33][CH2:34]2)[N:18]=1)=[CH:10][C:9]([C:42]1[C:37]([F:36])=[N:38][CH:39]=[CH:40][CH:41]=1)=[CH:14][CH:13]=3 |f:3.4.5.6,7.8|. Reported procedure: A suspension of cesium carbonate (41.1 g, 126 mmol), 2,6-difluoropyridine (11.01 mL, 121 mmol) and morpholine (10.00 mL, 115 mmol) in ACN (100 mL) was heated to 70° C. for 12 hours in a sealed vessel. The reaction mixture was cooled to RT and filtered. The obtained filtrate was concentrated under reduced pressure. The crude material was purified by silica gel chromatography (5-25% EtOAc/hexanes) to provide 13.7 g, of 4-(6-fluoropyridin-2-yl)morpholine. Step 2: Chlorosuccinimide (10.29 g, 77 mmol... The reactants are CCOC(=O)C(C)Br, O=C([O-])[O-], CN(C)C=O, [Cs+], [Cs+], Oc1ccccc1. The product is CCOC(=O)C(C)Oc1ccccc1. As a reaction SMILES: [Br:14][CH:15]([C:16](=[O:17])[O:18][CH2:19][CH3:20])[CH3:21].[C:8](=[O:9])([O-:10])[O-:11].[CH3:22][N:23]([CH3:24])[CH:25]=[O:26].[Cs+:12].[Cs+:13].[OH:1][c:2]1[cH:3][cH:4][cH:5][cH:6][cH:7]1>>[O:1]([c:2]1[cH:3][cH:4][cH:5][cH:6][cH:7]1)[CH:15]([C:16](=[O:17])[O:18][CH2:19][CH3:20])[CH3:21]. Reactants: C(C)(=O)O[BH-](OC(C)=O)OC(C)=O.[Na+] (sodium triacetoxyborohydride), C(C1=CC=CC=C1)[C@H]1N(C(OC1)=O)C([C@@H](CC=O)CC1=C(C=C(C=C1Cl)OCC1=CC=CC=C1)Cl)=O ((R)-4-((R)-4-benzyl-2-oxo-oxazolidin-3-yl)-3-(4-benzyloxy-2,6-dichloro-benzyl)-4-oxo-butyraldehyde), N1N=CC=2CCCC(C12)N (4,5,6,7-tetrahydro-1H-indazol-7-ylamine). The solvent is C(Cl)Cl (CH2Cl2), C(C)#N (acetonitrile). Run at time 30 minute. Yields the product C(C1=CC=CC=C1)OC1=CC(=C(C[C@H]2C(N(CC2)C2CCCC=3C=NNC23)=O)C(=C1)Cl)Cl ((3R)-3-(4-Benzyloxy-2,6-dichloro-benzyl)-1-(4,5,6,7-tetrahydro-1H-indazol-7-yl)-pyrrolidin-2-one). The yield is 28.0%. Reaction SMILES: C([C@@H:8]1COC(=O)[N:9]1[C:14](=[O:36])[C@H:15]([CH2:19][C:20]1[C:25]([Cl:26])=[CH:24][C:23]([O:27][CH2:28][C:29]2[CH:34]=[CH:33][CH:32]=[CH:31][CH:30]=2)=[CH:22][C:21]=1[Cl:35])[CH2:16]C=O)C1C=CC=CC=1.[NH:37]1[C:45]2[CH:44](N)[CH2:43][CH2:42][CH2:41][C:40]=2[CH:39]=[N:38]1.C(O[BH-](OC(=O)C)OC(=O)C)(=O)C.[Na+]>C(Cl)Cl.C(#N)C>[CH2:28]([O:27][C:23]1[CH:22]=[C:21]([Cl:35])[C:20]([CH2:19][C@@H:15]2[CH2:16][CH2:8][N:9]([CH:44]3[C:45]4[NH:37][N:38]=[CH:39][C:40]=4[CH2:41][CH2:42][CH2:43]3)[C:14]2=[O:36])=[C:25]([Cl:26])[CH:24]=1)[C:29]1[CH:30]=[CH:31][CH:32]=[CH:33][CH:34]=1 |f:2.3|. Procedure: Add a solution of (R)-4-((R)-4-benzyl-2-oxo-oxazolidin-3-yl)-3-(4-benzyloxy-2,6-dichloro-benzyl)-4-oxo-butyraldehyde, Preparation 38, (9.95 g, 18.9 mmol) in CH2Cl2 (300 mL) to a solution of 4,5,6,7-tetrahydro-1H-indazol-7-ylamine (2.60 g, 19.00 mmol) in acetonitrile (300 mL) and stir for 30 minutes at room temperature under N2. Add sodium triacetoxyborohydride (12.02 g, 56.9 mmol) to the reaction and stir for 72 hours. Remove the solvent in vacuo and extract solid with ethyl acetate, water and s... Starting materials: CC#N, COc1cc([N+](=O)[O-])ccc1[O-], [K+], C1CC2(CCS1)CO2, O. Yields the product COc1cc([N+](=O)[O-])ccc1OCC1(O)CCSCC1. RXN SMILES: [CH3:14][C:15]#[N:16].[CH3:1][O:2][c:3]1[c:4]([O-:12])[cH:5][cH:6][c:7]([N+:9](=[O:10])[O-:11])[cH:8]1.[K+:13].[O:17]1[CH2:18][C:19]12[CH2:20][CH2:21][S:22][CH2:23][CH2:24]2.[OH2:25]>>[CH3:1][O:2][c:3]1[c:4]([O:12][CH2:18][C:19]2([OH:17])[CH2:20][CH2:21][S:22][CH2:23][CH2:24]2)[cH:5][cH:6][c:7]([N+:9](=[O:10])[O-:11])[cH:8]1.